This data is from the Open Reaction Database (ORD), a public repository of structured organic reaction records. The task is: describe an organic reaction: reactants, conditions, products, and yield Reactants: FC(C(=O)N(C1=CC=C(C(=O)OCC)C=C1)CCOC1=CC=C(C2=CC=CC=C12)C#N)(F)F (ethyl 4-[N-trifluoroacetyl-2-(4-cyano-1-naphthyloxy)ethylamino]benzoate), [OH-].[K+] (potassium hydroxide). Solvent: C(C)O (ethanol). Yields the product C(#N)C1=CC=C(C2=CC=CC=C12)OCCNC1=CC=C(C(=O)O)C=C1 (4-{[2-(4-Cyano-1-naphthyloxy)ethyl]amino}benzoic acid). RXN SMILES: FC(F)(F)C([N:5]([CH2:17][CH2:18][O:19][C:20]1[C:29]2[C:24](=[CH:25][CH:26]=[CH:27][CH:28]=2)[C:23]([C:30]#[N:31])=[CH:22][CH:21]=1)[C:6]1[CH:16]=[CH:15][C:9]([C:10]([O:12]CC)=[O:11])=[CH:8][CH:7]=1)=O.[OH-].[K+]>C(O)C>[C:30]([C:23]1[C:24]2[C:29](=[CH:28][CH:27]=[CH:26][CH:25]=2)[C:20]([O:19][CH2:18][CH2:17][NH:5][C:6]2[CH:7]=[CH:8][C:9]([C:10]([OH:12])=[O:11])=[CH:15][CH:16]=2)=[CH:21][CH:22]=1)#[N:31] |f:1.2|. Reported procedure: A solution of 4.3 g. of ethyl 4-[N-trifluoroacetyl-2-(4-cyano-1-naphthyloxy)ethylamino]benzoate and 4.3 g. of potassium hydroxide in 100 ml. of 95% ethanol is refluxed for 3 hours. After cooling, diluting with 100 ml. of water and acidification to pH 4 with concentrated hydrochloric acid, the white solid is collected, washed with water and dried, m.p. 254°-256° C.